Dataset: the Open Reaction Database (ORD), a public repository of structured organic reaction records. Task: describe an organic reaction: reactants, conditions, products, and yield Reactants: COC(=O)C=P(c1ccccc1)(c1ccccc1)c1ccccc1, CCCCC(=CC=O)c1cccc(OC)c1, ClCCl. The product is CCCCC(=CC=CC(=O)OC)c1cccc(OC)c1. As a reaction SMILES: [C:17](=[O:18])([O:19][CH3:20])[CH:21]=[P:22]([c:23]1[cH:24][cH:25][cH:26][cH:27][cH:28]1)([c:29]1[cH:30][cH:31][cH:32][cH:33][cH:34]1)[c:35]1[cH:36][cH:37][cH:38][cH:39][cH:40]1.[CH3:1][O:2][c:3]1[cH:4][c:5]([C:9](=[CH:10][CH:11]=[O:12])[CH2:13][CH2:14][CH2:15][CH3:16])[cH:6][cH:7][cH:8]1.[Cl:41][CH2:42][Cl:43]>>[CH3:1][O:2][c:3]1[cH:4][c:5]([C:9](=[CH:10][CH:11]=[CH:21][C:17](=[O:18])[O:19][CH3:20])[CH2:13][CH2:14][CH2:15][CH3:16])[cH:6][cH:7][cH:8]1. Reactants: C1CCNCC1, CCO, O=C1Cc2c(cccc2-c2cccc(Cl)c2)N1, Cc1[nH]c(C=O)c(C)c1C(=O)NCCN1CCCC1. Product: Cc1[nH]c(C=C2C(=O)Nc3cccc(-c4cccc(Cl)c4)c32)c(C)c1C(=O)NCCN1CCCC1. Reaction SMILES: [CH2:37]1[CH2:38][CH2:39][NH:40][CH2:41][CH2:42]1.[CH3:43][CH2:44][OH:45].[Cl:1][c:2]1[cH:3][c:4](-[c:8]2[c:9]3[c:13]([cH:14][cH:15][cH:16]2)[NH:12][C:11](=[O:17])[CH2:10]3)[cH:5][cH:6][cH:7]1.[N:18]1([CH2:23][CH2:24][NH:25][C:26](=[O:27])[c:28]2[c:29]([CH3:36])[nH:30][c:31]([CH:34]=[O:35])[c:32]2[CH3:33])[CH2:19][CH2:20][CH2:21][CH2:22]1>>[Cl:1][c:2]1[cH:3][c:4](-[c:8]2[c:9]3[c:13]([cH:14][cH:15][cH:16]2)[NH:12][C:11](=[O:17])[C:10]3=[CH:34][c:31]2[nH:30][c:29]([CH3:36])[c:28]([C:26]([NH:25][CH2:24][CH2:23][N:18]3[CH2:19][CH2:20][CH2:21][CH2:22]3)=[O:27])[c:32]2[CH3:33])[cH:5][cH:6][cH:7]1. Starting materials: CCC(CCC#N)N1C(=O)C(CC(=O)OC(C)(C)C)CC(c2cccc(Cl)c2)C1c1ccc(Cl)cc1, ClCCl, O=C(O)C(F)(F)F. The product is CCC(CCC#N)N1C(=O)C(CC(=O)O)CC(c2cccc(Cl)c2)C1c1ccc(Cl)cc1. As a reaction SMILES: [Cl:1][c:2]1[cH:3][c:4]([CH:8]2[CH2:9][CH:10]([CH2:29][C:30](=[O:31])[O:32][C:33]([CH3:34])([CH3:35])[CH3:36])[C:11](=[O:28])[N:12]([CH:21]([CH2:22][CH2:23][C:24]#[N:25])[CH2:26][CH3:27])[CH:13]2[c:14]2[cH:15][cH:16][c:17]([Cl:20])[cH:18][cH:19]2)[cH:5][cH:6][cH:7]1.[Cl:44][CH2:45][Cl:46].[OH:37][C:38]([C:39]([F:40])([F:41])[F:42])=[O:43]>>[Cl:1][c:2]1[cH:3][c:4]([CH:8]2[CH2:9][CH:10]([CH2:29][C:30](=[O:31])[OH:32])[C:11](=[O:28])[N:12]([CH:21]([CH2:22][CH2:23][C:24]#[N:25])[CH2:26][CH3:27])[CH:13]2[c:14]2[cH:15][cH:16][c:17]([Cl:20])[cH:18][cH:19]2)[cH:5][cH:6][cH:7]1. Starting materials: solution, N[C@@H](CO)C(=O)O (L-serine), S(=O)([O-])[O-].[Na+].[Na+] (sodium sulfite), CC1=NC=C(C(=C1O)C=O)COP(=O)(O)O (pyridoxal 5′-phosphate), solution, substrate solution B, [OH-].[K+] (potassium hydroxide), FC=1C=C2C=CNC2=CC1 (5-fluoroindole), substrate solution B. Solvent: CO (methanol). Reaction conditions: time 5 minute. Product: FC1=CC=C2NC=C(C[C@H](N)C(=O)O)C2=C1 (5-fluoro-L-tryptophan). Reaction SMILES: [NH2:1][C@H:2]([C:5]([OH:7])=[O:6])[CH2:3]O.S([O-])([O-])=O.[Na+].[Na+].CC1C(O)=C(C=O)C(COP(O)(O)=O)=CN=1.[OH-].[K+].[F:32][C:33]1[CH:34]=[C:35]2[C:39](=[CH:40][CH:41]=1)[NH:38][CH:37]=[CH:36]2>CO>[F:32][C:33]1[CH:34]=[C:35]2[C:39]([NH:38][CH:37]=[C:36]2[CH2:3][C@@H:2]([C:5]([OH:7])=[O:6])[NH2:1])=[CH:40][CH:41]=1 |f:1.2.3,5.6|. Procedure: In the same manner as in Example 1, the cell suspension of Proteus vulgaris ATCC 13315 was prepared. Subsequently, 50 ml of a solution containing 120 mg/ml L-serine, 8 mg/ml sodium sulfite and 0.2 mg/ml pyridoxal 5′-phosphate were adjusted to pH 8.8, using potassium hydroxide solution, to adjust the final volume to 80 ml (substrate solution B). Subsequently, 1 ml of cell suspension was added to the 8 ml of substrate solution B, to which was added 1 ml of a solution containing 200 mg/ml 5-fluoroi... The reactants are CN[C@@H]1C[C@H]2O[C@@](C)([C@@H]1OC)n1c3ccccc3c3c4c(c5c6ccccc6n2c5c31)C(=O)NC4 (staurosporine), Cc1csc(C=O)n1. Reagents/catalysts: CC(C)[O-].CC(C)[O-].CC(C)[O-].CC(C)[O-].[Ti+4] (Ti(OiPr)4), CC(=O)O (acetic acid), CC(=O)O[BH-](OC(C)=O)OC(C)=O.[Na+] (Sodium triacetoxyborohydride). Solvent: CN1CCCC1=O (NMP), CN1CCCC1=O (NMP), CN1CCCC1=O (NMP), CN1CCCC1=O (NMP), CN1CCCC1=O (NMP), CN1CCCC1=O (NMP), CN1CCCC1=O (NMP). Conditions: temperature 22 celsius, time 18 hour. Yields the product CO[C@@H]1[C@@H](C[C@H]2O[C@]1(C)n3c4ccccc4c5c6CNC(=O)c6c7c8ccccc8n2c7c35)N(C)Cc9nc(C)cs9, CN[C@@H]1C[C@H]2O[C@@](C)([C@@H]1OC)n1c3ccccc3c3c4c(c5c6ccccc6n2c5c31)C(=O)NC4 (Staurosporine), Cc1csc(C=O)n1.